This data is from the Open Reaction Database (ORD), a public repository of structured organic reaction records. The task is: describe an organic reaction: reactants, conditions, products, and yield Reactants: CCO, ClC(Cl)Cl, CC=NO, Cl, [Na+], [OH-], CCOC(=O)CS. Product: CCOC(=O)CSC(C)=NO. As a reaction SMILES: [CH3:19][CH2:20][OH:21].[CH:15]([Cl:16])([Cl:17])[Cl:18].[CH:1]([CH3:2])=[N:3][OH:4].[Cl:5].[Na+:7].[OH-:6].[SH:8][CH2:9][C:10](=[O:11])[O:12][CH2:13][CH3:14]>>[C:1]([CH3:2])(=[N:3][OH:4])[S:8][CH2:9][C:10](=[O:11])[O:12][CH2:13][CH3:14]. Reactants: C(C)(=O)C1=CC=C(OCC(=O)N2CCCC2)C=C1 (2-(4-acetylphenoxy)-1-(pyrrolidin-1-yl)ethanone), ( 1 ), C(CN)N (ethylenediamine). The solvent is C(C)(=O)O (acetic acid). Yields the product NCCNC(C)C1=CC=C(OCC(=O)N2CCCC2)C=C1 (2-[4-[1-(2-aminoethylamino)ethyl]phenoxy]-1-(pyrrolidin-1-yl)ethanone). RXN SMILES: [C:1]([C:4]1[CH:18]=[CH:17][C:7]([O:8][CH2:9][C:10]([N:12]2[CH2:16][CH2:15][CH2:14][CH2:13]2)=[O:11])=[CH:6][CH:5]=1)(=O)[CH3:2].[CH2:19]([NH2:22])[CH2:20][NH2:21]>C(O)(=O)C>[NH2:21][CH2:20][CH2:19][NH:22][CH:1]([C:4]1[CH:18]=[CH:17][C:7]([O:8][CH2:9][C:10]([N:12]2[CH2:16][CH2:15][CH2:14][CH2:13]2)=[O:11])=[CH:6][CH:5]=1)[CH3:2]. Procedure details: By using 2-(4-acetylphenoxy)-1-(pyrrolidin-1-yl)ethanone (250 mg), ethylenediamine (400 μl) and acetic acid (700 μl) as starting materials, the title compound (163.8 mg) was obtained in the same manner as that of Reference Example 64, (1). The reactants are C(=O)([O-])[O-].[Cs+].[Cs+] (Cs2CO3), Pd(dpp)Cl2, CC1(OB(OC1(C)C)C=1C=C2C(=NC1)NC=C2)C (5-(4,4,5,5-tetramethyl-1,3,2-dioxaborolan-2-yl)-1H-pyrrolo[2,3-b]pyridine), ClC1=CN=CC(=N1)C(=O)N1CCCCC1 ((6-chloropyrazin-2-yl)(piperidin-1-yl)methanone). Run in COCCOC (DME), C(Cl)(Cl)Cl (CHCl3). Conditions: temperature 90 celsius. The product is N1C=CC=2C1=NC=C(C2)C2=CN=CC(=N2)C(=O)N2CCCCC2 ((6-(1H-pyrrolo[2,3-b]pyridin-5-yl)pyrazin-2-yl)(piperidin-1-yl)methanone). As a reaction SMILES: CC1(C)C(C)(C)OB([C:9]2[CH:10]=[C:11]3[CH:17]=[CH:16][NH:15][C:12]3=[N:13][CH:14]=2)O1.Cl[C:20]1[N:25]=[C:24]([C:26]([N:28]2[CH2:33][CH2:32][CH2:31][CH2:30][CH2:29]2)=[O:27])[CH:23]=[N:22][CH:21]=1.C([O-])([O-])=O.[Cs+].[Cs+]>COCCOC.C(Cl)(Cl)Cl>[NH:15]1[C:12]2=[N:13][CH:14]=[C:9]([C:20]3[N:25]=[C:24]([C:26]([N:28]4[CH2:29][CH2:30][CH2:31][CH2:32][CH2:33]4)=[O:27])[CH:23]=[N:22][CH:21]=3)[CH:10]=[C:11]2[CH:17]=[CH:16]1 |f:2.3.4|. Reported procedure: A stirred solution of 5-(4,4,5,5-tetramethyl-1,3,2-dioxaborolan-2-yl)-1H-pyrrolo[2,3-b]pyridine (124) (50 mg, 0.205 mmol, 1 eq) and (6-chloropyrazin-2-yl)(piperidin-1-yl)methanone (75) (41 mg, 0.184 mmol, 0.9 eq) in DME (8 mL) was degassed and purged under argon atmosphere for 10 min. To this reaction mixture was charged Cs2CO3 (133 mg, 0.410 mmol, 2 eq) followed by addition of Pd(dpp)Cl2 (6 mg, 0.00819 mmol, 0.04 eq) and degassing and purging under argon for additional 10 min. The reaction mixt...